The task is: describe an organic reaction: reactants, conditions, products, and yield. This data is from the Open Reaction Database (ORD), a public repository of structured organic reaction records. Starting materials: [OH-].[Na+] (sodium hydroxide), COC(C1=C(C=C(C=C1)COC=1C=NC=CC1)C1=CC=CC=C1)=O (4-(3-pyridyloxymethyl)-2-phenylbenzoic acid methyl ester). Run in CO (methanol). The product is N1=CC(=CC=C1)OCC1=CC(=C(C(=O)O)C=C1)C1=CC=CC=C1 (4-(3-pyridyloxymethyl)-2-phenylbenzoic acid). Isolated yield 98.9%. As a reaction SMILES: C[O:2][C:3](=[O:24])[C:4]1[CH:9]=[CH:8][C:7]([CH2:10][O:11][C:12]2[CH:13]=[N:14][CH:15]=[CH:16][CH:17]=2)=[CH:6][C:5]=1[C:18]1[CH:23]=[CH:22][CH:21]=[CH:20][CH:19]=1.[OH-].[Na+]>CO>[N:14]1[CH:15]=[CH:16][CH:17]=[C:12]([O:11][CH2:10][C:7]2[CH:8]=[CH:9][C:4]([C:3]([OH:24])=[O:2])=[C:5]([C:18]3[CH:23]=[CH:22][CH:21]=[CH:20][CH:19]=3)[CH:6]=2)[CH:13]=1 |f:1.2|. Reported procedure: To a solution of 4-(3-pyridyloxymethyl)-2-phenylbenzoic acid methyl ester (3.4 g, 10.6 mmol), prepared as in Example 228C, in methanol (30 mL) was added aqueous 4N sodium hydroxide and the reaction mixture was heated at reflux for 6 hours. The methanol was distilled of in vacuo and the residue was taken up in water. The aqueous solution was taken to pH 4 with HCl and the resulting precipitate was filtered off and dried to give 4-(3-pyridyloxymethyl)-2-phenylbenzoic acid (3.2 g). Reported procedure: To 214 ml of dry ether, 1.35 g of lithium aluminum hydride was added, and a solution of 10.7 g of methyl 2-methyl-2-[6-(5-methyl-2-phenyloxazol-4-yl)hexyloxy]-propionate/40 ml of dry ether was added dropwise with stirring under ice-cooling and stirred for 1 hour. To the mixture was added dropwise 43 ml of tetrahydrofuran/1.7 ml of water followed by addition of 6.3 ml of water and 1.7 ml of 1 N sodium hydroxide, and the mixture was stirred for 15 minutes and filtrated to remove insolubles. The fi... RXN SMILES: CCOCC.[H-].[Al+3].[Li+].[H-].[H-].[H-].[CH3:12][C:13]([O:19][CH2:20][CH2:21][CH2:22][CH2:23][CH2:24][CH2:25][C:26]1[N:27]=[C:28]([C:32]2[CH:37]=[CH:36][CH:35]=[CH:34][CH:33]=2)[O:29][C:30]=1[CH3:31])([CH3:18])[C:14](OC)=[O:15].[OH-].[Na+]>O.O1CCCC1>[CH3:18][C:13]([O:19][CH2:20][CH2:21][CH2:22][CH2:23][CH2:24][CH2:25][C:26]1[N:27]=[C:28]([C:32]2[CH:33]=[CH:34][CH:35]=[CH:36][CH:37]=2)[O:29][C:30]=1[CH3:31])([CH3:12])[CH2:14][OH:15] |f:1.2.3.4.5.6,8.9|. Yield: 85.5%. Yields the product CC(CO)(C)OCCCCCCC=1N=C(OC1C)C1=CC=CC=C1 (2-Methyl-2-[6-(5-methyl-2-phenyloxazol-4-yl)hexyloxy]-propanol). Solvent: O (water), O (water), O1CCCC1 (tetrahydrofuran). Reactants: [OH-].[Na+] (sodium hydroxide), CCOCC (ether), [H-].[Al+3].[Li+].[H-].[H-].[H-] (lithium aluminum hydride), CC(C(=O)OC)(C)OCCCCCCC=1N=C(OC1C)C1=CC=CC=C1 (methyl 2-methyl-2-[6-(5-methyl-2-phenyloxazol-4-yl)hexyloxy]-propionate), CCOCC (ether).